From a dataset of the Open Reaction Database (ORD), a public repository of structured organic reaction records. describe an organic reaction: reactants, conditions, products, and yield The reactants are C1CCOC1, COC(=O)c1ccc(-c2ccc(Cl)cc2Cl)cc1, CO, Cl, [Na+], [OH-]. Product: O=C(O)c1ccc(-c2ccc(Cl)cc2Cl)cc1. Reaction SMILES: [CH2:22]1[O:23][CH2:24][CH2:25][CH2:26]1.[CH3:1][O:2][C:3](=[O:4])[c:5]1[cH:6][cH:7][c:8](-[c:11]2[c:12]([Cl:18])[cH:13][c:14]([Cl:17])[cH:15][cH:16]2)[cH:9][cH:10]1.[CH3:27][OH:28].[ClH:21].[Na+:20].[OH-:19]>>[O:2]=[C:3]([OH:4])[c:5]1[cH:6][cH:7][c:8](-[c:11]2[c:12]([Cl:18])[cH:13][c:14]([Cl:17])[cH:15][cH:16]2)[cH:9][cH:10]1. Reactants: C(C)(C)N1C(NN=C1C1=C(C=C(C(=C1)C(C)C)OCOC)OCOC)=S (4-isopropyl-5-(5-isopropyl-2,4-bis-methoxymethoxy-phenyl)-2,4-dihydro-[1,2,4]triazol-3-thione), C([O-])([O-])=O.[K+].[K+] (potassium carbonate), CI (methyl iodide). Solvent: C(C)O (ethanol). Reaction conditions: temperature 80 celsius. Product: C(C)(C)N1C(=NN=C1SC)C1=C(C=C(C(=C1)C(C)C)OCOC)OCOC (4-isopropyl-3-(5-isopropyl-2,4-bis-methoxy methoxyphenyl)-5-methylsulfanyl-4H-[1,2,4]triazole). Yield: 94.9%. As a reaction SMILES: [CH:1]([N:4]1[C:8]([C:9]2[CH:14]=[C:13]([CH:15]([CH3:17])[CH3:16])[C:12]([O:18][CH2:19][O:20][CH3:21])=[CH:11][C:10]=2[O:22][CH2:23][O:24][CH3:25])=[N:7][NH:6][C:5]1=[S:26])([CH3:3])[CH3:2].[C:27](=O)([O-])[O-].[K+].[K+].CI>C(O)C>[CH:1]([N:4]1[C:5]([S:26][CH3:27])=[N:6][N:7]=[C:8]1[C:9]1[CH:14]=[C:13]([CH:15]([CH3:17])[CH3:16])[C:12]([O:18][CH2:19][O:20][CH3:21])=[CH:11][C:10]=1[O:22][CH2:23][O:24][CH3:25])([CH3:2])[CH3:3] |f:1.2.3|. Reported procedure: 4-isopropyl-5-(5-isopropyl-2,4-bis-methoxymethoxy-phenyl)-2,4-dihydro-[1,2,4]triazol-3-thione (F63-03, 1.96 g, 5.14 mmol) and potassium carbonate (710.4 mg, 5.14 mmol) were weighed and placed in a reaction vessel, and ethanol (30 mL) was added and then methyl iodide (0.32 mL, 5.14 mmol) was added. After heating at 80° C. for 1 hour while stirring, the mixture was returned to room temperature, and the solvent was distilled off under reduced pressure. After adding water, the reaction system was ex... The reactants are BrC1=C(C=CC=C1)OC (bromoanisole), [Li]C(C)(C)C (t-BuLi), CCCCC (pentane), C1CCOC1 (THF), C(C=1C(N)=CC=CC1)#N (anthranilonitrile). Run at time 20 minute. The product is NC1=C(C(=O)C2=CC(=CC=C2)OC)C=CC=C1 (2-Amino-3′-methoxybenzophenone). Isolated yield 14.0%. RXN SMILES: Br[C:2]1[CH:7]=[CH:6][CH:5]=[CH:4][C:3]=1[O:8][CH3:9].[Li]C(C)(C)C.CCCCC.[C:20](#N)[C:21]1[C:22](=[CH:24][CH:25]=[CH:26][CH:27]=1)[NH2:23].C1C[O:32]CC1>>[NH2:23][C:22]1[CH:24]=[CH:25][CH:26]=[CH:27][C:21]=1[C:20]([C:7]1[CH:6]=[CH:5][CH:4]=[C:3]([O:8][CH3:9])[CH:2]=1)=[O:32]. Procedure: To a solution of bromoanisole 91 (1.38 mL, 10.7 mmol) in THF (5 mL) at 78° C. and under nitrogen atmosphere, was added 1.2 M t-BuLi in pentane (18.2 mL, 21.9 mmol) dropwise. After stirring for 20 min, anthranilonitrile 92 (0.63 g, 5.3 mmol) was added. The reaction was warmed to rt and stirred overnight. The reaction was cooled to 0° C. and quenched with 3N HCl. After stirring 30 min at rt, the acidic extracts were washed with EtOAc (3×12 mL). The aqueous layer was made basic (pH>10) using 6N NaO... Starting materials: [OH-].[Na+] (NaOH), [OH-].[Na+] (NaOH), C(C)O (ethanol), ClC=1C=C2C(CCOC2=CC1OC1=CC=C(C=C1)C(NCCC=1C(=NC(=CC1)C1CC1)N(C)C)=O)C(=O)OCC (Ethyl 6-chloro-7-(4-(2-(6-cyclopropyl-2-(dimethylamino)pyridin-3-yl)ethylcarbamoyl)phenoxy)chroman-4-carboxylate). The solvent is O1CCCC1 (terahydrofuran), C(C)(=O)OCC (ethyl acetate), Cl (HCl). Conditions: time 2 hour. Yields the product ClC=1C=C2C(CCOC2=CC1OC1=CC=C(C=C1)C(NCCC=1C(=NC(=CC1)C1CC1)N(C)C)=O)C(=O)O (6-chloro-7-(4-(2-(6-cyclopropyl-2-(dimethylamino)pyridin-3-yl)ethylcarbamoyl)phenoxy)chroman-4-carboxylic acid). Isolated yield 92.9%. As a reaction SMILES: [Cl:1][C:2]1[CH:3]=[C:4]2[C:9](=[CH:10][C:11]=1[O:12][C:13]1[CH:18]=[CH:17][C:16]([C:19](=[O:35])[NH:20][CH2:21][CH2:22][C:23]3[C:24]([N:32]([CH3:34])[CH3:33])=[N:25][C:26]([CH:29]4[CH2:31][CH2:30]4)=[CH:27][CH:28]=3)=[CH:15][CH:14]=1)[O:8][CH2:7][CH2:6][CH:5]2[C:36]([O:38]CC)=[O:37].[OH-].[Na+].C(O)C>O1CCCC1.C(OCC)(=O)C.Cl>[Cl:1][C:2]1[CH:3]=[C:4]2[C:9](=[CH:10][C:11]=1[O:12][C:13]1[CH:14]=[CH:15][C:16]([C:19](=[O:35])[NH:20][CH2:21][CH2:22][C:23]3[C:24]([N:32]([CH3:34])[CH3:33])=[N:25][C:26]([CH:29]4[CH2:31][CH2:30]4)=[CH:27][CH:28]=3)=[CH:17][CH:18]=1)[O:8][CH2:7][CH2:6][CH:5]2[C:36]([OH:38])=[O:37] |f:1.2|. Procedure: Ethyl 6-chloro-7-(4-(2-(6-cyclopropyl-2-(dimethylamino)pyridin-3-yl)ethylcarbamoyl)phenoxy)chroman-4-carboxylate (77 mg, 0.14 mmol) was diluted with terahydrofuran (1 mL) followed by the addition of aq. NaOH (341 μL, 0.68 mmol) and ethanol (500 μL). After stirring for 2 hours, the reaction was diluted with ethyl acetate and 2N aqueous HCl. The pH of the aqueous layer was adjusted to 6 with 1N aqueous NaOH and extracted with ethyl acetate. The ethyl acetate layer was dried over MgSO4, filtered an... Starting materials: C(=O)(OCC)C=1C(NC=2CCCCC2C1O)=O (3-carboethoxy-4-hydroxy-5,6,7,8-tetrahydrocarbostyril). Solvent: Cl (hydrochloric acid). Product: OC1=CC(NC=2CCCCC12)=O (4-Hydroxy-5,6,7,8-tetrahydrocarbostyril). RXN SMILES: C([C:6]1[C:7](=[O:17])[NH:8][C:9]2[CH2:10][CH2:11][CH2:12][CH2:13][C:14]=2[C:15]=1[OH:16])(OCC)=O>Cl>[OH:16][C:15]1[C:14]2[CH2:13][CH2:12][CH2:11][CH2:10][C:9]=2[NH:8][C:7](=[O:17])[CH:6]=1. Procedure: A suspension of 3-carboethoxy-4-hydroxy-5,6,7,8-tetrahydrocarbostyril (19.4g; 0.082 mole) in 2N hydrochloric acid (200 ml) was refluxed 30 hrs. and the clear solution evaporated to dryness. Water was added and the solution brought to pH 4.0 with dilute sodium hydroxide solution. The precipitated white product was filtered off, washed well with water and recrystallised from glacial acetic acid, m.p. >330° C. The reactants are C(C)(C)(C)OC(NC1=C(C=C(C(=C1)OCCOC)C(F)(F)F)N)=O ([2-amino-5-(2-methoxy-ethoxy)-4-trifluoromethyl-phenyl]-carbamic acid tert-butyl ester), C(C)(C)(C)OC(CC(=O)C1=CC(=CC=C1)C1=CC(=NC(=C1)C)C)=O (3-[3-(2,6-dimethyl-pyridin-4-yl)-phenyl]-3-oxo-propionic acid tert-butyl ester). Product: C(C)(C)(C)OC(NC1=C(C=C(C(=C1)OCCOC)C(F)(F)F)NC(CC(=O)C1=CC(=CC=C1)C1=CC(=NC(=C1)C)C)=O)=O ([2-{3-[3-(2,6-Dimethyl-pyridin-4-yl)-phenyl]-3-oxo-propionylamino}-5-(2-methoxy-ethoxy)-4-trifluoromethyl-phenyl]-carbamic acid tert-butyl ester), solid. The yield is 75.0%. RXN SMILES: [C:1]([O:5][C:6](=[O:24])[NH:7][C:8]1[CH:13]=[C:12]([O:14][CH2:15][CH2:16][O:17][CH3:18])[C:11]([C:19]([F:22])([F:21])[F:20])=[CH:10][C:9]=1[NH2:23])([CH3:4])([CH3:3])[CH3:2].C([O:29][C:30](=O)[CH2:31][C:32]([C:34]1[CH:39]=[CH:38][CH:37]=[C:36]([C:40]2[CH:45]=[C:44]([CH3:46])[N:43]=[C:42]([CH3:47])[CH:41]=2)[CH:35]=1)=[O:33])(C)(C)C>>[C:1]([O:5][C:6](=[O:24])[NH:7][C:8]1[CH:13]=[C:12]([O:14][CH2:15][CH2:16][O:17][CH3:18])[C:11]([C:19]([F:22])([F:21])[F:20])=[CH:10][C:9]=1[NH:23][C:30](=[O:29])[CH2:31][C:32]([C:34]1[CH:39]=[CH:38][CH:37]=[C:36]([C:40]2[CH:41]=[C:42]([CH3:47])[N:43]=[C:44]([CH3:46])[CH:45]=2)[CH:35]=1)=[O:33])([CH3:4])([CH3:2])[CH3:3]. Procedure details: The title compound was prepared from [2-amino-5-(2-methoxy-ethoxy)-4-trifluoromethyl-phenyl]-carbamic acid tert-butyl ester (Example J32) (263 mg, 0.75 mmol) and 3-[3-(2,6-dimethyl-pyridin-4-yl)-phenyl]-3-oxo-propionic acid tert-butyl ester (Example K15) (244 mg, 0.75 mmol) according to the general procedure M. Obtained as a light yellow solid (337 mg, 75%). The reactants are O=C([O-])[O-], CC(C)=O, CCOCC, CC(C)I, COc1ccc(-c2nc(C)[nH]c2Cl)cc1, [K+], [K+], O. Yields the product COc1ccc(-c2nc(C)n(C(C)C)c2Cl)cc1. As a reaction SMILES: [C:20](=[O:21])([O-:22])[O-:23].[CH3:27][C:28](=[O:29])[CH3:30].[CH3:31][CH2:32][O:33][CH2:34][CH3:35].[CH:16]([CH3:17])([CH3:18])[I:19].[Cl:1][c:2]1[c:3](-[c:8]2[cH:9][cH:10][c:11]([O:14][CH3:15])[cH:12][cH:13]2)[n:4][c:5]([CH3:7])[nH:6]1.[K+:24].[K+:25].[OH2:26]>>[Cl:1][c:2]1[c:3](-[c:8]2[cH:9][cH:10][c:11]([O:14][CH3:15])[cH:12][cH:13]2)[n:4][c:5]([CH3:7])[n:6]1[CH:16]([CH3:17])[CH3:18].